From a dataset of the Open Reaction Database (ORD), a public repository of structured organic reaction records. describe an organic reaction: reactants, conditions, products, and yield Product: Cc1cc(Nc2ncnc3cccc(OC(C)CN(C)C(=O)CO)c23)ccc1OCc1ccccn1. As a reaction SMILES: [Cl:1][CH2:2][c:3]1[n:4][cH:5][cH:6][cH:7][cH:8]1.[OH:9][CH2:10][C:11](=[O:12])[N:13]([CH3:14])[CH2:15][CH:16]([CH3:17])[O:18][c:19]1[c:20]2[c:21]([NH:29][c:30]3[cH:31][c:32]([CH3:37])[c:33]([OH:36])[cH:34][cH:35]3)[n:22][cH:23][n:24][c:25]2[cH:26][cH:27][cH:28]1>>[CH2:2]([c:3]1[n:4][cH:5][cH:6][cH:7][cH:8]1)[O:36][c:33]1[c:32]([CH3:37])[cH:31][c:30]([NH:29][c:21]2[c:20]3[c:19]([O:18][CH:16]([CH2:15][N:13]([C:11]([CH2:10][OH:9])=[O:12])[CH3:14])[CH3:17])[cH:28][cH:27][cH:26][c:25]3[n:24][cH:23][n:22]2)[cH:35][cH:34]1. Reactants: ClCc1ccccn1, Cc1cc(Nc2ncnc3cccc(OC(C)CN(C)C(=O)CO)c23)ccc1O. Reactants: CI, O=C(Nc1ccc(CN2CCOCC2)cc1)C1=Cc2cc(-c3ccccc3)ccc2CC1, CN(C)C=O. Yields the product [I-], C[N+]1(Cc2ccc(NC(=O)C3=Cc4cc(-c5ccccc5)ccc4CC3)cc2)CCOCC1. Reaction SMILES: [CH3:33][I:34].[O:1]1[CH2:2][CH2:3][N:4]([CH2:7][c:8]2[cH:9][cH:10][c:11]([NH:14][C:15](=[O:16])[C:17]3=[CH:18][c:19]4[cH:20][c:21](-[c:27]5[cH:28][cH:29][cH:30][cH:31][cH:32]5)[cH:22][cH:23][c:24]4[CH2:25][CH2:26]3)[cH:12][cH:13]2)[CH2:5][CH2:6]1.[O:35]=[CH:36][N:37]([CH3:38])[CH3:39]>>[I-:34].[O:1]1[CH2:2][CH2:3][N+:4]([CH2:7][c:8]2[cH:9][cH:10][c:11]([NH:14][C:15](=[O:16])[C:17]3=[CH:18][c:19]4[cH:20][c:21](-[c:27]5[cH:28][cH:29][cH:30][cH:31][cH:32]5)[cH:22][cH:23][c:24]4[CH2:25][CH2:26]3)[cH:12][cH:13]2)([CH3:33])[CH2:5][CH2:6]1. Conditions: time 1 hour. Reactants: C(O)([O-])=O.[Na+] (sodium hydrogen carbonate), FC(C(=O)O)(F)F.NCC1=CC=CC(=N1)C=1SC2=C(C(N1)=O)C=CC=C2 (2-[6-(Aminomethyl)-2-pyridyl]-4H-1,3-benzothiazine-4-one trifluoroacetic acid salt), CS(=O)(=O)Cl (methanesulfonyl chloride). Run in O (water), C(C)(=O)OCC (ethyl acetate), C(C)(=O)OCC (ethyl acetate), O (water). The product is O=C1N=C(SC2=C1C=CC=C2)C2=CC=CC(=N2)CNS(=O)(=O)C (N-[[6-(4-Oxo-4H-1,3-benzothiazin-2-yl)-2-pyridyl]methyl]methanesulfonamide). Procedure: 2-[6-(Aminomethyl)-2-pyridyl]-4H-1,3-benzothiazine-4-one trifluoroacetic acid salt (450 mg, 1.1 mmol) and methanesulfonyl chloride (205 mg, 1.7 mmol) were dissolved in ethyl acetate (10 ml) and water (5 ml), and sodium hydrogen carbonate (250 mg, 3.0 mmol) was added thereto. The mixture was stirred at room temperature for 1 hr. The reaction mixture was combined with ethyl acetate and water. The organic layer was washed with saturated brine and dried over anhydrous magnesium sulfate. The solvent ... Yield: 23.0%. RXN SMILES: FC(F)(F)C(O)=O.[NH2:8][CH2:9][C:10]1[N:15]=[C:14]([C:16]2[S:17][C:18]3[CH:26]=[CH:25][CH:24]=[CH:23][C:19]=3[C:20](=[O:22])[N:21]=2)[CH:13]=[CH:12][CH:11]=1.[CH3:27][S:28](Cl)(=[O:30])=[O:29].C(=O)([O-])O.[Na+]>C(OCC)(=O)C.O>[O:22]=[C:20]1[C:19]2[CH:23]=[CH:24][CH:25]=[CH:26][C:18]=2[S:17][C:16]([C:14]2[N:15]=[C:10]([CH2:9][NH:8][S:28]([CH3:27])(=[O:30])=[O:29])[CH:11]=[CH:12][CH:13]=2)=[N:21]1 |f:0.1,3.4|. Reactants: [OH-].[K+] (potassium hydroxide), COC(C(CC1=CC=C(C=C1)O)NC1=C(C=CC=C1)C(C1=CC=C(C=C1)C(C)(C)C)=O)=O (2-[(2-(4-tert-butylbenzoyl)phenyl)amino]-3-(4-hydroxyphenyl)-propionic acid methyl ester), BrCCBr (1,2-dibromoethane). Solvent: C(C)O (ethanol). Yields the product COC(C(CC1=CC=C(C=C1)OCCBr)NC1=C(C=CC=C1)C(C1=CC=C(C=C1)C(C)(C)C)=O)=O (2-[(2-(4-tert-butylbenzoyl)phenyl)amino]-3-[4-(2-bromoethoxy)-phenyl]-propionic acid methyl ester). Isolated yield 42.2%. RXN SMILES: [OH-].[K+].[CH3:3][O:4][C:5](=[O:34])[CH:6]([NH:15][C:16]1[CH:21]=[CH:20][CH:19]=[CH:18][C:17]=1[C:22](=[O:33])[C:23]1[CH:28]=[CH:27][C:26]([C:29]([CH3:32])([CH3:31])[CH3:30])=[CH:25][CH:24]=1)[CH2:7][C:8]1[CH:13]=[CH:12][C:11]([OH:14])=[CH:10][CH:9]=1.[Br:35][CH2:36][CH2:37]Br>C(O)C>[CH3:3][O:4][C:5](=[O:34])[CH:6]([NH:15][C:16]1[CH:21]=[CH:20][CH:19]=[CH:18][C:17]=1[C:22](=[O:33])[C:23]1[CH:28]=[CH:27][C:26]([C:29]([CH3:30])([CH3:31])[CH3:32])=[CH:25][CH:24]=1)[CH2:7][C:8]1[CH:9]=[CH:10][C:11]([O:14][CH2:37][CH2:36][Br:35])=[CH:12][CH:13]=1 |f:0.1|. Reported procedure: To a solution of potassium hydroxide (0.17 g, 2.95 mmol) in ethanol (20 ml) is added 2-[(2-(4-tert-butylbenzoyl)phenyl)amino]-3-(4-hydroxyphenyl)-propionic acid methyl ester (1.27 g, 2.95 mmol) and 1,2-dibromoethane (5.54 g, 29.50 mmol). Then the mixture is heated to reflux for 8 hours. After cooled, the reaction mixture is filtered to remove the solid formed, and then the filtrate is evaporated under a vacuum. The crude product is purified by silica gel chromatography using hexane/EtOAc (4:1) a... The reactants are C(C1=CC=CC=C1)C=1C(=NC=C(N1)C1=CC=CC=C1)N(S(=O)(=O)CC1=CC=CC=C1)S(=O)(=O)CC1=CC=CC=C1 (3-Benzyl-2-bis(benzylsulfonyl)amino-5-phenylpyrazine), [OH-].[Na+] (sodium hydroxide), Cl (hydrochloric acid). Run in CO (methanol). The product is C(C1=CC=CC=C1)C=1C(=NC=C(N1)C1=CC=CC=C1)NS(=O)(=O)CC1=CC=CC=C1 (3-benzyl-2-benzylsulfonylamino-5-phenylpyrazine). Isolated yield 78.9%. RXN SMILES: [CH2:1]([C:8]1[C:9]([N:20](S(CC2C=CC=CC=2)(=O)=O)[S:21]([CH2:24][C:25]2[CH:30]=[CH:29][CH:28]=[CH:27][CH:26]=2)(=[O:23])=[O:22])=[N:10][CH:11]=[C:12]([C:14]2[CH:19]=[CH:18][CH:17]=[CH:16][CH:15]=2)[N:13]=1)[C:2]1[CH:7]=[CH:6][CH:5]=[CH:4][CH:3]=1.[OH-].[Na+].Cl>CO>[CH2:1]([C:8]1[C:9]([NH:20][S:21]([CH2:24][C:25]2[CH:30]=[CH:29][CH:28]=[CH:27][CH:26]=2)(=[O:23])=[O:22])=[N:10][CH:11]=[C:12]([C:14]2[CH:19]=[CH:18][CH:17]=[CH:16][CH:15]=2)[N:13]=1)[C:2]1[CH:3]=[CH:4][CH:5]=[CH:6][CH:7]=1 |f:1.2|. Procedure details: 3-Benzyl-2-bis(benzylsulfonyl)amino-5-phenylpyrazine (c-42) (1.15 g, 2.02 mmol) was suspended in methanol (24 mL), and to this was added 10% (w/v) aqueous solution of sodium hydroxide (5.7 mL) while stirring at room temperature and then stirred at 65° C. for 30 min. After cooling to room temperature, to this was added 2 M hydrochloric acid to stop the reaction and extracted twice with ethyl acetate. The organic layer was washed with saturated brine and then dried over anhydrous sodium sulfate. A... Starting materials: ClC=1C=C(C=CC1)NC(C(=CC1=CC(=C(C(=C1)OC)O)Cl)C#N)=O (N-(3-chlorophenyl)-2-cyano-3-(3-chloro-4-hydroxy-5-methoxyphenyl) propenamide), solution, B(Br)(Br)Br (boron tribromide). Run in C(Cl)Cl (methylene chloride), C(C)O (ethanol). Product: ClC=1C=C(C=CC1)NC(C(=CC1=CC(=C(C(=C1)O)O)Cl)C#N)=O (N-(3-chlorophenyl)-2-cyano-3-(3-chloro-4, 5-dihydroxyphenyl)propenamide). The yield is 44.2%. Reaction SMILES: [Cl:1][C:2]1[CH:3]=[C:4]([NH:8][C:9](=[O:24])[C:10]([C:22]#[N:23])=[CH:11][C:12]2[CH:17]=[C:16]([O:18]C)[C:15]([OH:20])=[C:14]([Cl:21])[CH:13]=2)[CH:5]=[CH:6][CH:7]=1.B(Br)(Br)Br>C(Cl)Cl.C(O)C>[Cl:1][C:2]1[CH:3]=[C:4]([NH:8][C:9](=[O:24])[C:10]([C:22]#[N:23])=[CH:11][C:12]2[CH:17]=[C:16]([OH:18])[C:15]([OH:20])=[C:14]([Cl:21])[CH:13]=2)[CH:5]=[CH:6][CH:7]=1. Procedure details: Demethylation was effected in the same manner as in Example 2 by using N-(3-chlorophenyl)-2-cyano-3-(3-chloro-4-hydroxy-5-methoxyphenyl) propenamide (587 mg, 1.62 mmol) and 1M solution of boron tribromide in methylene chloride. The resulting solid was suspended in ethanol, refluxed for 10 minutes, allowed to cool to room temperature and filtered to give the objective N-(3-chlorophenyl)-2-cyano-3-(3-chloro-4, 5-dihydroxyphenyl)propenamide (250 mg, 44% in yield). Starting materials: BrC1=CC=2N(C=C1)N=C(C2C2=NOC(N2)=O)C2=CC=C(C=C2)OC (3-(5-bromo-2-(4-methoxyphenyl)pyrazolo[1,5-a]pyridin-3-yl)-1,2,4-oxadiazol-5(4H)-one), BrCCCl (1-bromo-2-chloroethane), N12CCCCCC2=NCCC1 (1,8-diazabicyclo[5.4.0]undec-7-ene). The solvent is CN(C(C)=O)C (N,N-dimethylacetamide). The product is BrC1=CC=2N(C=C1)N=C(C2C2=NOC(N2CCCl)=O)C2=CC=C(C=C2)OC (3-(5-bromo-2-(4-methoxyphenyl)pyrazolo[1,5-a]pyridin-3-yl)-4-(2-chloroethyl)-1,2,4-oxadiazol-5(4H)-one). Isolated yield 18.7%. RXN SMILES: [Br:1][C:2]1[CH:7]=[CH:6][N:5]2[N:8]=[C:9]([C:17]3[CH:22]=[CH:21][C:20]([O:23][CH3:24])=[CH:19][CH:18]=3)[C:10]([C:11]3[NH:15][C:14](=[O:16])[O:13][N:12]=3)=[C:4]2[CH:3]=1.Br[CH2:26][CH2:27][Cl:28].N12CCCN=C1CCCCC2>CN(C)C(=O)C>[Br:1][C:2]1[CH:7]=[CH:6][N:5]2[N:8]=[C:9]([C:17]3[CH:22]=[CH:21][C:20]([O:23][CH3:24])=[CH:19][CH:18]=3)[C:10]([C:11]3[N:15]([CH2:26][CH2:27][Cl:28])[C:14](=[O:16])[O:13][N:12]=3)=[C:4]2[CH:3]=1. Procedure details: A mixture of Example 19H (0.64 g, 1.653 mmol), 1-bromo-2-chloroethane (0.206 mL, 2.479 mmol), and 1,8-diazabicyclo[5.4.0]undec-7-ene (0.374 mL, 2.479 mmol) in N,N-dimethylacetamide (8 mL) was heated at 100° C. for 20 hours, cooled and partitioned with ethyl acetate and 1 M aqueous HCl. The organic layer was washed with brine twice, dried with sodium sulfate, filtered and concentrated. Purification on a 40 g silica cartridge eluting with 1-2% methanol in dichloromethane provided the title compoun...